This data is from the Open Reaction Database (ORD), a public repository of structured organic reaction records. The task is: describe an organic reaction: reactants, conditions, products, and yield Reactants: CC1=CC=C(C=C1)S(=O)(=O)OC[C@@H]1OC2=C(C(=CC=C2CC1)F)C1=C(C=C(C=C1)Cl)Cl (((2R)-8-(2,4-dichlorophenyl)-7-fluorochroman-2-yl)methyl 4-methylbenzenesulfonate), [N-]=[N+]=[N-].[Na+] (sodium azide). Solvent: CS(=O)C (DMSO). Product: N(=[N+]=[N-])C[C@@H]1OC2=C(C(=CC=C2CC1)F)C1=C(C=C(C=C1)Cl)Cl ((2R)-2-(azidomethyl)-8-(2,4-dichlorophenyl)-7-fluorochroman). Yield: 85.6%. Reaction SMILES: CC1C=CC(S(O[CH2:12][C@H:13]2[CH2:22][CH2:21][C:20]3[C:15](=[C:16]([C:24]4[CH:29]=[CH:28][C:27]([Cl:30])=[CH:26][C:25]=4[Cl:31])[C:17]([F:23])=[CH:18][CH:19]=3)[O:14]2)(=O)=O)=CC=1.[N-:32]=[N+:33]=[N-:34].[Na+]>CS(C)=O>[N:32]([CH2:12][C@H:13]1[CH2:22][CH2:21][C:20]2[C:15](=[C:16]([C:24]3[CH:29]=[CH:28][C:27]([Cl:30])=[CH:26][C:25]=3[Cl:31])[C:17]([F:23])=[CH:18][CH:19]=2)[O:14]1)=[N+:33]=[N-:34] |f:1.2|. Reported procedure: Treatment of ((2R)-8-(2,4-dichlorophenyl)-7-fluorochroman-2-yl)methyl 4-methylbenzenesulfonate (0.35 g, 0.73 mmol) with sodium azide (0.28 g, 4.38 mmol) in DMSO (10 mL) according to the procedure described for Example 69, Step 9 provided 0.22 g (86%) of (2R)-2-(azidomethyl)-8-(2,4-dichlorophenyl)-7-fluorochroman as a colorless oil. Reactants: NC1=NC=C(C(=C1[N+](=O)[O-])N1CCN(CC1)CC(=O)NC=1SC=CN1)Br (2-[4-(2-Amino-5-bromo-3-nitro-pyridin-4-yl)-piperazin-1-yl]-N-thiazol-2-yl-acetamide), C(=O)C=1C=C(CNC(OC(C)(C)C)=O)C=CC1 (tert-butyl N-(3 formylbenzyl)carbamate), [O-]S(=O)S(=O)[O-].[Na+].[Na+] (Na2S2O4), C(=O)C=1C=C(CNC(OC(C)(C)C)=O)C=CC1 (tert-Butyl N-(3 formylbenzyl)carbamate), [O-]S(=O)S(=O)[O-].[Na+].[Na+] (Na2S2O4). The solvent is C(C)O (ethanol). Run at time 5 hour. Product: C(C)(C)(C)OC(NCC1=CC(=CC=C1)C1=NC=2C(=NC=C(C2N2CCN(CC2)CC(NC=2SC=CN2)=O)Br)N1)=O ((3-{6-Bromo-7-[4-(thiazol-2-ylcarbamoylmethyl)-piperazin-1-yl]-3H-imidazo[4,5-b]pyridin-2-yl}-benzyl)-carbamic acid tert-butyl ester). Isolated yield 27.5%. RXN SMILES: [NH2:1][C:2]1[C:7]([N+:8]([O-])=O)=[C:6]([N:11]2[CH2:16][CH2:15][N:14]([CH2:17][C:18]([NH:20][C:21]3[S:22][CH:23]=[CH:24][N:25]=3)=[O:19])[CH2:13][CH2:12]2)[C:5]([Br:26])=[CH:4][N:3]=1.[CH:27]([C:29]1[CH:30]=[C:31]([CH:41]=[CH:42][CH:43]=1)[CH2:32][NH:33][C:34](=[O:40])[O:35][C:36]([CH3:39])([CH3:38])[CH3:37])=O.[O-]S(S([O-])=O)=O.[Na+].[Na+]>C(O)C>[C:36]([O:35][C:34](=[O:40])[NH:33][CH2:32][C:31]1[CH:41]=[CH:42][CH:43]=[C:29]([C:27]2[NH:1][C:2]3=[N:3][CH:4]=[C:5]([Br:26])[C:6]([N:11]4[CH2:16][CH2:15][N:14]([CH2:17][C:18](=[O:19])[NH:20][C:21]5[S:22][CH:23]=[CH:24][N:25]=5)[CH2:13][CH2:12]4)=[C:7]3[N:8]=2)[CH:30]=1)([CH3:39])([CH3:38])[CH3:37] |f:2.3.4|. Reported procedure: To 2-[4-(2-Amino-5-bromo-3-nitro-pyridin-4-yl)-piperazin-1-yl]-N-thiazol-2-yl-acetamide (0.1 g, 0.22 mmol) in ethanol (5 ml) was added tert-butyl N-(3 formylbenzyl)carbamate (69 mg, 0.29 mmol) and 1M aq. Na2S2O4 (900 μL, 0.9 mmol). The reaction mixture was stirred at 80° C. for 16 h. tert-Butyl N-(3 formylbenzyl)carbamate (20 mg, 0.08 mmol) and 1M aq. Na2S2O4 (200 μL, 0.2 mmol) were added and the reaction mixture was stirred for another 5 h. The reaction mixture was concentrated in vacuo. The cr...